From a dataset of the Open Reaction Database (ORD), a public repository of structured organic reaction records. describe an organic reaction: reactants, conditions, products, and yield Starting materials: CI (methyl iodide), O (water), ClC1=C(C(=O)C2=C(C=CC=C2)C)C=CC(=C1)NC1=C(C=C(C=C1)F)C (2-chloro-4-(4-fluoro-2-methyl-phenylamino)-2′-methylbenzophenone), ClC1=C(C(=O)C2=C(C=CC=C2)C)C=CC(=C1)NC1=C(C=C(C=C1)F)C (2-chloro-4-(4-fluoro-2-methyl-phenylamino)-2′-methylbenzophenone), [H-].[Na+] (sodium hydride). Solvent: CN1C(CCC1)=O (N-methyl-2-pyrolidinone). Run at time 18 hour. The product is ClC1=C(C(=O)C2=C(C=CC=C2)C)C=CC(=C1)N(C)C1=C(C=C(C=C1)F)C (2-Chloro-4-(4-fluoro-2-methyl-N-methyl-phenylamino)-2′-methylbenzophenone). RXN SMILES: [Cl:1][C:2]1[CH:16]=[C:15]([NH:17][C:18]2[CH:23]=[CH:22][C:21]([F:24])=[CH:20][C:19]=2[CH3:25])[CH:14]=[CH:13][C:3]=1[C:4]([C:6]1[CH:11]=[CH:10][CH:9]=[CH:8][C:7]=1[CH3:12])=[O:5].[H-].[Na+].[CH3:28]I.O>CN1CCCC1=O>[Cl:1][C:2]1[CH:16]=[C:15]([N:17]([C:18]2[CH:23]=[CH:22][C:21]([F:24])=[CH:20][C:19]=2[CH3:25])[CH3:28])[CH:14]=[CH:13][C:3]=1[C:4]([C:6]1[CH:11]=[CH:10][CH:9]=[CH:8][C:7]=1[CH3:12])=[O:5] |f:1.2|. Reported procedure: A solution of 2-chloro-4-(4-fluoro-2-methyl-phenylamino)-2′-methylbenzophenone (Compound 116)(105 mg) in N-methyl-2-pyrolidinone (2.0 ml) was added sodium hydride (14 mg) in one portion under stirring. After 10 min at 0° C. methyl iodide (47 mg ) was added and the reaction mixture was stirred for 4 hours at room temperature followed by 18 hours at 100° C. The reaction mixture was poured into water and extracted with EtOAc. The organic phases were separated, dried (MgSO4), filtered and concentrat... Starting materials: ( 1 ), BrCCCCCCCCC (1-bromononane), 5.79, [OH-].[Na+] (sodium hydroxide), C(C)(C)O (isopropanol), O (water), CCCCCC (hexane). Yields the product OCC1=C(C(=CC(=C1)C)C)O (2-Hydroxymethyl-4,6-dimethylphenol). Isolated yield 50.5%. RXN SMILES: BrCCCC[CH2:6][CH2:7][CH2:8][CH2:9][CH3:10].[OH-:11].[Na+].[CH:13](O)([CH3:15])[CH3:14].[OH2:17].[CH3:18]CCCCC>>[OH:11][CH2:14][C:13]1[CH:15]=[C:9]([CH3:10])[CH:8]=[C:7]([CH3:6])[C:18]=1[OH:17] |f:1.2|. Procedure: A 250-mL round-bottom flask equipped with a magnetic stirrer, condenser, and Ar-inlet tube was charged with 22.0 g (145 mmol) of crude (1), 24.7 mL (130 mmol) of 1-bromononane (Fluka), 5.79 (145 mmol) of sodium hydroxide (Fisher), and 100 mL of isopropanol (Fisher). After the mixture was refluxed overnight, 100 mL of water and 100 mL of hexane (Fisher) were added. The hexane layer was washed with 20 mL of 1N NaOH (Fisher). The combined aqueous layers were extracted with 50 mL of hexane. Then, th...